This data is from the Open Reaction Database (ORD), a public repository of structured organic reaction records. The task is: describe an organic reaction: reactants, conditions, products, and yield The reactants are solid, Cl.Cl.Cl.O1CCC=2C(=NC=CC21)N2CCN(CC2)CC[C@@H]2CC[C@H](CC2)N (trans-4-{2-[4-(2,3-dihydrofuro[3,2-c]pyridin-4-yl)-piperazin-1-yl]-ethyl}-cyclohexanamine trihydrochloride), Cl.Cl.Cl.O1CCC=2C(=NC=CC21)N2CCN(CC2)CC[C@@H]2CC[C@H](CC2)N (trans-4-{2-[4-(2,3-dihydrofuro[3,2-c]pyridin-4-yl)-piperazin-1-yl]-ethyl}-cyclohexanamine trihydrochloride), C(C1=CC=CC=C1)(=O)O (benzoic acid). Product: O1CCC=2C(=NC=CC21)N2CCN(CC2)CC[C@@H]2CC[C@H](CC2)NC(C2=CC=CC=C2)=O (trans-N-(4-{2-[4-(2,3-Dihydro-furo[3,2-c]pyridin-4-yl)-piperazin-1-yl]-ethyl}-cyclohexyl)-benzamide). RXN SMILES: Cl.Cl.Cl.[O:4]1[C:12]2[CH:11]=[CH:10][N:9]=[C:8]([N:13]3[CH2:18][CH2:17][N:16]([CH2:19][CH2:20][C@H:21]4[CH2:26][CH2:25][C@H:24]([NH2:27])[CH2:23][CH2:22]4)[CH2:15][CH2:14]3)[C:7]=2[CH2:6][CH2:5]1.[C:28](O)(=[O:35])[C:29]1[CH:34]=[CH:33][CH:32]=[CH:31][CH:30]=1>>[O:4]1[C:12]2[CH:11]=[CH:10][N:9]=[C:8]([N:13]3[CH2:18][CH2:17][N:16]([CH2:19][CH2:20][C@H:21]4[CH2:26][CH2:25][C@H:24]([NH:27][C:28](=[O:35])[C:29]5[CH:34]=[CH:33][CH:32]=[CH:31][CH:30]=5)[CH2:23][CH2:22]4)[CH2:15][CH2:14]3)[C:7]=2[CH2:6][CH2:5]1 |f:0.1.2.3|. Reported procedure: The title compound, white solid (100 mg, 92%), MS (ISP) m/z=435.3 [(M+H)+], mp 207.5° C., was prepared in accordance with the general method of example 32 from trans-4-{2-[4-(2,3-dihydrofuro[3,2-c]pyridin-4-yl)-piperazin-1-yl]-ethyl}-cyclohexanamine trihydrochloride (intermediate C) (110 mg, 0.25 mmol) and benzoic acid. Reactants: [I-].C[N+](CC1=CC(=C(C(=C1)C)O)OC)(C)C (Trimethyl(4-hydroxy-3-methoxy-5-methylbenzyl)ammonium iodide), P(OC)(OC)OC (trimethyl phosphite). The solvent is C=1(C(=CC=CC1)C)C (xylene). The product is OC1=C(C=C(CP(OC)(OC)=O)C=C1C)OC (dimethyl (4-hydroxy-3-methoxy-5-methylbenzyl)phosphonate). Yield: 82.0%. As a reaction SMILES: [I-].C[N+](C)(C)[CH2:4][C:5]1[CH:10]=[C:9]([CH3:11])[C:8]([OH:12])=[C:7]([O:13][CH3:14])[CH:6]=1.[P:17]([O:22]C)([O:20][CH3:21])[O:18][CH3:19]>C1(C)C(C)=CC=CC=1>[OH:12][C:8]1[C:9]([CH3:11])=[CH:10][C:5]([CH2:4][P:17](=[O:22])([O:20][CH3:21])[O:18][CH3:19])=[CH:6][C:7]=1[O:13][CH3:14] |f:0.1|. Reported procedure: Trimethyl(4-hydroxy-3-methoxy-5-methylbenzyl)ammonium iodide (1 g, 3.0 mmol) was suspended in 8 ml xylene, trimethyl phosphite (0.52 ml, 4.4 mmol) was added dropwise and the resulting mixture was refluxed for 14 h. The solid formed was filtered and the solvent and excess of phosphite were evaporated under vacuum to yield dimethyl (4-hydroxy-3-methoxy-5-methylbenzyl)phosphonate as a viscous oil (0.64 g, 83%). Starting materials: COC=1C=C(C=C(C1O)OC)C(CS)S (1-(3,5-dimethoxy-4-hydroxyphenyl)-1,2-ethanedithiol), COC=1C=C(C=O)C=C(C1O)OC (3,5-dimethoxy-4-hydroxybenzaldehyde), C1(=CC=C(C=C1)S(=O)(=O)[O-])C.[NH+]1=CC=CC=C1 (pyridinium paratoluene sulfonate), C1=CC=CC=C1 (benzene), ( 15.62,15.56 ), 411, ( 5.40,5.44 ), ( 55.59,55.58 ). Run in C1=CC=CC=C1.O (benzene water). The product is COC=1C=C(C=C(C1O)OC)[C@@H]1SC[C@H](S1)C1=CC(=C(C(=C1)OC)O)OC (trans-2,4-bis-(3,5-dimethoxy-4-hydroxyphenyl)-1,3-dithiolane). RXN SMILES: [CH3:1][O:2][C:3]1[CH:4]=[C:5]([CH:12]([SH:15])[CH2:13][SH:14])[CH:6]=[C:7]([O:10][CH3:11])[C:8]=1[OH:9].[CH3:16][O:17][C:18]1[CH:19]=[C:20]([CH:23]=[C:24]([O:27][CH3:28])[C:25]=1[OH:26])[CH:21]=O.C1(C)C=CC(S([O-])(=O)=O)=CC=1.[NH+]1C=CC=CC=1.C1C=CC=CC=1>C1C=CC=CC=1.O>[CH3:28][O:27][C:24]1[CH:23]=[C:20]([C@H:21]2[S:15][C@H:12]([C:5]3[CH:6]=[C:7]([O:10][CH3:11])[C:8]([OH:9])=[C:3]([O:2][CH3:1])[CH:4]=3)[CH2:13][S:14]2)[CH:19]=[C:18]([O:17][CH3:16])[C:25]=1[OH:26] |f:2.3,5.6|. Reported procedure: 1-(3,5-dimethoxy-4-hydroxyphenyl-1,2-ethanedithiol (40) (2.46 g, 10.0 mmole), 3,5-dimethoxy-4-hydroxybenzaldehyde (indicated as arylaldehyde E in FIG. 1) (1.32 g, 7.20 mmole) and 1.00 g of pyridinium paratoluene sulfonate are added to 50 ml dry benzene and refluxed with Dean-Stark removal of the benzene-water azeotrope overnight. The benzene is removed in vacuo, and the remaining oil redissolved in dichloromethane. The organic layer is washed with 10% NaHCO3 and H2O. The organic layer is dried o...